Dataset: the Open Reaction Database (ORD), a public repository of structured organic reaction records. Task: describe an organic reaction: reactants, conditions, products, and yield Solvent: C1=CC=CC=C1 (benzene), C1=CC=CC=C1 (benzene), N1=CC=CC=C1 (pyridine). Yields the product C(CCC)[C@]12[C@H](CC[C@H]2[C@H]2[C@H](CC1)[C@H]1CCC(C=C1CC2)=O)OC(CCC2=CC=CC=C2)=O (13β-Butyl-17β-(3-phenylpropionoxy)-gon-4-en-3-one). The yield is 60.0%. Conditions: time 16 hour. Procedure details: Cool 13β-butyl-17β-hydroxy-gon-4-en-3-one (0.10 g.) in pyridine (0.3 cc.) to -20° and add 3-phenylpropionyl chloride (0.10 g.) in benzene (0.3 cc.). Stir the mixture at -10° for 16 hours, add ice-cold water, ether (15 cc.) and benzene (15 cc.). Separate the organic layers and wash in turn with 2N sodium hydroxide solution, water and brine, and dry. Evaporate the solvent to an uncrystallizable gum, and take up in a little benzene and filter through neutral alumina (5 g.), then wash with more benz... Reactants: C1(=CC=CC=C1)CCC(=O)Cl (3-phenylpropionyl chloride), CCOCC (ether), C(CCC)[C@]12[C@H](CC[C@H]2[C@H]2[C@H](CC1)[C@H]1CCC(C=C1CC2)=O)O (13β-butyl-17β-hydroxy-gon-4-en-3-one). Reaction SMILES: [CH2:1]([C@:5]12[CH2:13][CH2:12][C@@H:11]3[C@@H:14]4[C:19]([CH2:20][CH2:21][C@H:10]3[C@@H:9]1[CH2:8][CH2:7][C@@H:6]2[OH:23])=[CH:18][C:17](=[O:22])[CH2:16][CH2:15]4)[CH2:2][CH2:3][CH3:4].[C:24]1([CH2:30][CH2:31][C:32](Cl)=[O:33])[CH:29]=[CH:28][CH:27]=[CH:26][CH:25]=1.CCOCC>N1C=CC=CC=1.C1C=CC=CC=1>[CH2:1]([C@:5]12[CH2:13][CH2:12][C@@H:11]3[C@@H:14]4[C:19]([CH2:20][CH2:21][C@H:10]3[C@@H:9]1[CH2:8][CH2:7][C@@H:6]2[O:23][C:32](=[O:33])[CH2:31][CH2:30][C:24]1[CH:29]=[CH:28][CH:27]=[CH:26][CH:25]=1)=[CH:18][C:17](=[O:22])[CH2:16][CH2:15]4)[CH2:2][CH2:3][CH3:4]. The reactants are C(C)OC(C(C(=O)OCC)=O)=O (diethylketomalonate), CC(=C)C(=C)C (2,3-dimethyl-1,3-butadiene). Solvent: C(C)#N (acetonitrile). Product: CC=1CC(OCC1C)(C(=O)OCC)C(=O)OCC (diethyl 3,6-dihydro-4,5-dimethyl-2H-pyran-2,2-dicarboxylate). Isolated yield 325.8%. RXN SMILES: [CH2:1]([O:3][C:4](=[O:12])[C:5](=[O:11])[C:6]([O:8][CH2:9][CH3:10])=[O:7])[CH3:2].[CH3:13][C:14]([C:16]([CH3:18])=[CH2:17])=[CH2:15]>C(#N)C>[CH3:13][C:14]1[CH2:15][C:5]([C:4]([O:3][CH2:1][CH3:2])=[O:12])([C:6]([O:8][CH2:9][CH3:10])=[O:7])[O:11][CH2:17][C:16]=1[CH3:18]. Procedure: Part A. The method of Bonjouklian and Ruden, J. Org. Chem., v. 42, p. 4095 (1977), was used here. Thus, a solution of diethylketomalonate (10.0 mL, 65.6 mmol) and 2,3-dimethyl-1,3-butadiene (16.3 mmol, 144 mmol) in acetonitrile (22 mL) was heated in a sealed tube at 140° C. for 6 hours. The contents of the tube was cooled, extracted with methylene chloride washing, evaporated and separated by flash chromatography (1:9 ethyl acetate-hexane) to afford diethyl 3,6-dihydro-4,5-dimethyl-2H-pyran-2,2-... Starting materials: C(C)O (ethanol), CC=1C=CC=2N(C1)C(=CN2)CSC2=CC=C(C=C2)[N+](=O)[O-] (6-methyl-3-[[(4-nitrophenyl)thio]methyl]imidazo[1,2-a]pyridine), reduced iron, [Cl-].[Ca+2].[Cl-] (calcium chloride). Run in O (water). Yields the product CC=1C=CC=2N(C1)C(=CN2)CSC2=CC=C(N)C=C2 (4-[[(6-methylimidazo[1,2-a]pyridin-3-yl)methyl]thio]aniline). The yield is 88.2%. Reaction SMILES: [CH3:1][C:2]1[CH:3]=[CH:4][C:5]2[N:6]([C:8]([CH2:11][S:12][C:13]3[CH:18]=[CH:17][C:16]([N+:19]([O-])=O)=[CH:15][CH:14]=3)=[CH:9][N:10]=2)[CH:7]=1.[Cl-].[Ca+2].[Cl-].C(O)C>O>[CH3:1][C:2]1[CH:3]=[CH:4][C:5]2[N:6]([C:8]([CH2:11][S:12][C:13]3[CH:18]=[CH:17][C:16]([NH2:19])=[CH:15][CH:14]=3)=[CH:9][N:10]=2)[CH:7]=1 |f:1.2.3|. Procedure details: A mixture of 6-methyl-3-[[(4-nitrophenyl)thio]methyl]imidazo[1,2-a]pyridine (3.0 g), reduced iron (2.80 g) and calcium chloride (0.56 g) in 15% water-containing ethanol (150 ml) was heated to reflux for 20 hours. The insolubles were removed by filtration, and the filtrate was concentrated under reduced pressure. The residue was extracted with ethyl acetate, washed with saturated brine, and dried over magnesium sulfate. The solvent was concentrated under reduced pressure, and the obtained residue... Solvent: C(C)(C)O (isopropyl alcohol). Reaction SMILES: [CH2:1]([O:5][C:6]1[CH:7]=[C:8]2[C:13](=[CH:14][C:15]=1[O:16][CH2:17][CH2:18][CH2:19][CH3:20])[N:12]=[CH:11][NH:10][C:9]2=O)[CH2:2][CH2:3][CH3:4].C1(P(C2C=CC=CC=2)C2C=CC=CC=2)C=CC=CC=1.C(Cl)(Cl)(Cl)[Cl:42].[C:46]([C:48]1[CH:49]=[C:50]([CH:52]=[CH:53][CH:54]=1)[NH2:51])#[CH:47]>C(O)(C)C>[ClH:42].[CH2:1]([O:5][C:6]1[CH:7]=[C:8]2[C:13](=[CH:14][C:15]=1[O:16][CH2:17][CH2:18][CH2:19][CH3:20])[N:12]=[CH:11][N:10]=[C:9]2[NH:51][C:50]1[CH:52]=[CH:53][CH:54]=[C:48]([C:46]#[CH:47])[CH:49]=1)[CH2:2][CH2:3][CH3:4] |f:5.6|. Reported procedure: 6,7-Dibutoxyquinazolin-4-one (105 mg, 0.362 mmol), triphenylphosphine (208 mg, 0.796 mmol) and 5 mL of carbon tetrachloride were refluxed for 16 hours and the reaction mixture was concentrated in vacuo to a residue which was diluted with 3 mL of isopropyl alcohol and 3-ethynylaniline (47 mg, 0.398 mmol) and refluxed for 3 hours. The cooled reaction mixture was filtered to afford solid (6,7-dibutoxy-quinazolin-4-yl)-(3-ethynyl-phenyl)-amine hydrochloride which was washed with 10 mL of isopropyl a... The product is Cl.C(CCC)OC=1C=C2C(=NC=NC2=CC1OCCCC)NC1=CC(=CC=C1)C#C ((6,7-dibutoxy-quinazolin-4-yl)-(3-ethynyl-phenyl)-amine hydrochloride). Starting materials: C(CCC)OC=1C=C2C(NC=NC2=CC1OCCCC)=O (6,7-Dibutoxyquinazolin-4-one), C1(=CC=CC=C1)P(C1=CC=CC=C1)C1=CC=CC=C1 (triphenylphosphine), C(Cl)(Cl)(Cl)Cl (carbon tetrachloride), C(#C)C=1C=C(N)C=CC1 (3-ethynylaniline).